This data is from the Open Reaction Database (ORD), a public repository of structured organic reaction records. The task is: describe an organic reaction: reactants, conditions, products, and yield The reactants are BrCC1=C(C#N)C=CC(=C1)C1(O)[C@H](OC(C)=O)[C@@H](OC(C)=O)[C@H](OC(C)=O)[C@H](O1)COC(C)=O (2-bromomethyl-4-(2,3,4,6-tetra-O-acetyl-D-glucopyranos-1-yl)-benzonitrile), FC(OC1=CC=C(C=C1)B(O)O)(F)F (4-trifluoromethoxy-phenylboronic acid), C([O-])([O-])=O.[K+].[K+] (potassium carbonate), CC(=O)C (acetone). Reagents/catalysts: [Pd](Cl)Cl (palladium dichloride). Run in O (water), [Cl-].[Na+].O (brine). Reaction conditions: time 5 minute. Yields the product O[C@]1([C@H](O)[C@@H](O)[C@H](O)[C@H](O1)CO)C1=CC(=C(C#N)C=C1)CC1=CC=C(C=C1)OC(F)(F)F (4-(β-D-glucopyranos-1-yl)-2-(4-trifluoromethoxy-benzyl)-benzonitrile). Reaction SMILES: Br[CH2:2][C:3]1[CH:10]=[C:9]([C:11]2([O:29][C@H:28]([CH2:30][O:31]C(=O)C)[C@@H:23]([O:24]C(=O)C)[C@H:18]([O:19]C(=O)C)[C@H:13]2[O:14]C(=O)C)[OH:12])[CH:8]=[CH:7][C:4]=1[C:5]#[N:6].[F:35][C:36]([F:48])([F:47])[O:37][C:38]1[CH:43]=[CH:42][C:41](B(O)O)=[CH:40][CH:39]=1.C(=O)([O-])[O-].[K+].[K+].CC(C)=O>[Cl-].[Na+].O.[Pd](Cl)Cl.O>[OH:12][C@:11]1([C:9]2[CH:8]=[CH:7][C:4]([C:5]#[N:6])=[C:3]([CH2:2][C:41]3[CH:40]=[CH:39][C:38]([O:37][C:36]([F:35])([F:47])[F:48])=[CH:43][CH:42]=3)[CH:10]=2)[O:29][C@H:28]([CH2:30][OH:31])[C@@H:23]([OH:24])[C@H:18]([OH:19])[C@H:13]1[OH:14] |f:2.3.4,6.7.8|. Procedure details: An Ar filled flask is charged with 2-bromomethyl-4-(2,3,4,6-tetra-O-acetyl-D-glucopyranos-1-yl)-benzonitrile (0.25 g), 4-trifluoromethoxy-phenylboronic acid (0.20 g), potassium carbonate (0.26) and a 3:1 mixture of degassed acetone and water (4 mL). The mixture is stirred at room temperature for 5 min, before it is cooled in an ice-bath. Then palladium dichloride (5 mg) is added and the reaction mixture is stirred for 16 h at ambient temperature. The mixture is then diluted with brine and extrac... Starting materials: FC(C1=CC=C(C=C1)C1NCCC2=CC=CC=C12)(F)F (1-(4-(trifluoromethyl)phenyl)-1,2,3,4-tetrahydroisoquinoline), CCN(C(C)C)C(C)C (DIEA), N(=C=O)C=1C=NC=CC1 (3-iso-cyanatopyridine). Solvent: C(Cl)Cl (DCM). The product is N1=CC(=CC=C1)NC(=O)N1C(C2=CC=CC=C2CC1)C1=CC=C(C=C1)C(F)(F)F (N-(Pyridin-3-yl)-1-(4-(trifluoromethyl)phenyl)-3,4-dihydroisoquinoline-2(1H)-carboxamide). Reaction SMILES: [F:1][C:2]([F:20])([F:19])[C:3]1[CH:8]=[CH:7][C:6]([CH:9]2[C:18]3[C:13](=[CH:14][CH:15]=[CH:16][CH:17]=3)[CH2:12][CH2:11][NH:10]2)=[CH:5][CH:4]=1.CCN(C(C)C)C(C)C.[N:30]([C:33]1[CH:34]=[N:35][CH:36]=[CH:37][CH:38]=1)=[C:31]=[O:32]>C(Cl)Cl>[N:35]1[CH:36]=[CH:37][CH:38]=[C:33]([NH:30][C:31]([N:10]2[CH2:11][CH2:12][C:13]3[C:18](=[CH:17][CH:16]=[CH:15][CH:14]=3)[CH:9]2[C:6]2[CH:5]=[CH:4][C:3]([C:2]([F:1])([F:19])[F:20])=[CH:8][CH:7]=2)=[O:32])[CH:34]=1. Procedure: A solution of 1-(4-(trifluoromethyl)phenyl)-1,2,3,4-tetrahydroisoquinoline (97 mg, 0.350 mmol, example 9 (step 3), DIEA (61 μL, 0.35 mmol), and 3-iso-cyanatopyridine (42 mg, 0.35 mmol) in DCM (1 mL) was stirred at RT for 16 h. A white precipitate was observed. The reaction mixture was then filtered and the solid was dried in vacuo to give the title compound as a white solid. MS (ESI, positive ion) m/z: 398 (M+H). Reactants: CCOc1ccc(-c2nn(-c3ccccc3)cc2C=C2SC(=O)NC2=O)cc1Br, CCBr, CN(C)C=O, [H-], [Na+], O. The product is CCOc1ccc(-c2nn(-c3ccccc3)cc2C=C2SC(=O)N(CC)C2=O)cc1Br. RXN SMILES: [Br:1][c:2]1[cH:3][c:4](-[c:11]2[n:12][n:13](-[c:24]3[cH:25][cH:26][cH:27][cH:28][cH:29]3)[cH:14][c:15]2[CH:16]=[C:17]2[C:18](=[O:23])[NH:19][C:20](=[O:22])[S:21]2)[cH:5][cH:6][c:7]1[O:8][CH2:9][CH3:10].[Br:32][CH2:33][CH3:34].[CH3:36][N:37]([CH3:38])[CH:39]=[O:40].[H-:30].[Na+:31].[OH2:35]>>[Br:1][c:2]1[cH:3][c:4](-[c:11]2[n:12][n:13](-[c:24]3[cH:25][cH:26][cH:27][cH:28][cH:29]3)[cH:14][c:15]2[CH:16]=[C:17]2[C:18](=[O:23])[N:19]([CH2:33][CH3:34])[C:20](=[O:22])[S:21]2)[cH:5][cH:6][c:7]1[O:8][CH2:9][CH3:10]. The reactants are Brc1ccc(C2CO2)cc1, C1CCNC1, ClCCl. Yields the product OC(CN1CCCC1)c1ccc(Br)cc1. Reaction SMILES: [Br:1][c:2]1[cH:3][cH:4][c:5]([CH:8]2[O:9][CH2:10]2)[cH:6][cH:7]1.[CH2:11]1[CH2:12][CH2:13][NH:14][CH2:15]1.[Cl:16][CH2:17][Cl:18]>>[Br:1][c:2]1[cH:3][cH:4][c:5]([CH:8]([OH:9])[CH2:10][N:14]2[CH2:13][CH2:12][CH2:11][CH2:15]2)[cH:6][cH:7]1. Product: CN1C(=CC2=CC=CC=C12)C(=O)Cl (1-methyl-1H-indole-2-carbonyl chloride). Reaction conditions: temperature 0 celsius, time 2 hour. The reactants are CN1C(=CC2=CC=CC=C12)C(=O)O (1-methyl-1H-2-indolecarboxylic acid), C(C(=O)Cl)(=O)Cl (oxalyl chloride). Run in ClCCl (dichloromethane). The reagents and catalysts are CN(C=O)C (dimethyl formamide). Procedure details: A suspension of 1-methyl-1H-2-indolecarboxylic acid (0.485 g, 2.769 mmol) in dichloromethane (10 mL) at 0° C. was treated with oxalyl chloride (0.369 g, 2.91 mmol) and one drop of dimethyl formamide. The reaction mixture was stirred at 0° C. for 1 hour and at room temperature for 2 hours. The solvent was removed under reduced pressure and dried on the high vacuum for 1 hour. The residue was used directly in the subsequent reaction without further purification or analysis. As a reaction SMILES: [CH3:1][N:2]1[C:10]2[C:5](=[CH:6][CH:7]=[CH:8][CH:9]=2)[CH:4]=[C:3]1[C:11]([OH:13])=O.C(Cl)(=O)C([Cl:17])=O>ClCCl.CN(C)C=O>[CH3:1][N:2]1[C:10]2[C:5](=[CH:6][CH:7]=[CH:8][CH:9]=2)[CH:4]=[C:3]1[C:11]([Cl:17])=[O:13]. RXN SMILES: [Br:1][c:2]1[cH:3][c:4]([CH:5]=[O:6])[cH:7][cH:8][c:9]1[F:10].[C:11](=[O:12])([O-:13])[O-:14].[CH3:23][S:24]([CH3:25])=[O:26].[CH:17]1([SH:22])[CH2:18][CH2:19][CH2:20][CH2:21]1.[K+:15].[K+:16]>>[Br:1][c:2]1[cH:3][c:4]([CH:5]=[O:6])[cH:7][cH:8][c:9]1[S:22][CH:17]1[CH2:18][CH2:19][CH2:20][CH2:21]1. The reactants are O=Cc1ccc(F)c(Br)c1, O=C([O-])[O-], CS(C)=O, SC1CCCC1, [K+], [K+]. The product is O=Cc1ccc(SC2CCCC2)c(Br)c1. The reactants are BrC1=NC=CC=C1 (2-bromo-pyridine), C(C)(C)(C)OC(N(C(CCC#C)=O)C1=CC(=CC=C1)F)=O ((3-fluoro-phenyl)-pent-4-ynoyl-carbamic acid tert-butyl ester). Yields the product C(C)(C)(C)OC(N(C(CCC#CC1=NC=CC=C1)=O)C1=CC(=CC=C1)F)=O ((3-fluoro-phenyl)-(5-pyridin-2-yl-pent-4-ynoyl)-carbamic acid tert-butyl ester). Yield: 60.5%. As a reaction SMILES: Br[C:2]1[CH:7]=[CH:6][CH:5]=[CH:4][N:3]=1.[C:8]([O:12][C:13](=[O:28])[N:14]([C:21]1[CH:26]=[CH:25][CH:24]=[C:23]([F:27])[CH:22]=1)[C:15](=[O:20])[CH2:16][CH2:17][C:18]#[CH:19])([CH3:11])([CH3:10])[CH3:9]>>[C:8]([O:12][C:13](=[O:28])[N:14]([C:21]1[CH:26]=[CH:25][CH:24]=[C:23]([F:27])[CH:22]=1)[C:15](=[O:20])[CH2:16][CH2:17][C:18]#[C:19][C:2]1[CH:7]=[CH:6][CH:5]=[CH:4][N:3]=1)([CH3:11])([CH3:9])[CH3:10]. Reported procedure: The title compound was prepared in accordance with the general method of Example 1, from 2-bromo-pyridine (137 mg, 0.86 mmol) and (3-fluoro-phenyl)-pent-4-ynoyl-carbamic acid tert-butyl ester (250 mg, 0.86 mmol). Reaction time: 3 hours. The crude residue was purified by flash chromatography (cyclohexane/AcOEt 4:1) to yield 190 mg (0.52 mmol, 60%) of (3-fluoro-phenyl)-(5-pyridin-2-yl-pent-4-ynoyl)-carbamic acid tert-butyl ester as a white solid.